From a dataset of the Open Reaction Database (ORD), a public repository of structured organic reaction records. describe an organic reaction: reactants, conditions, products, and yield Reactants: C(CCCCO)O (1,5-pentanediol), CCCCC(CC)CCC(CC(C)C)OS(=O)(=O)[O-].[Na+] (Tergitol), C(C(CCCC)O)O (1,2-hexanediol), N1C(CCC1)=O (2-pyrrolidinone). The solvent is O (water). Product: CC(C)CC(C)(C#C)O (Surfynol). Isolated yield 188.1%. As a reaction SMILES: [CH2:1](O)CCCCO.C(O)C(O)CCCC.N1CCCC1=O.CCCCC([CH2:29][CH2:30][CH:31]([O:36]S([O-])(=O)=O)[CH2:32][CH:33]([CH3:35])[CH3:34])CC.[Na+]>O>[CH3:35][CH:33]([CH2:32][C:31]([OH:36])([C:30]#[CH:29])[CH3:1])[CH3:34] |f:3.4|. Procedure details: Ink I-1 containing inventive Dye 1 was prepared by dissolving 0.57 g dye, 1 g 1,5-pentanediol, 0.2 g 1,2-hexanediol, 0.6 g 2-pyrrolidinone, 0.04 g Tergitol 15-S-9 and 0.03 g Surfynol 465® (Air Products Co.) in enough water to give a total weight of 10 g. Ink I-2 was made in the same way except 0.52 g of inventive Dye 2 was used. The reactants are CCOc1cc(C(C)(C)C)ncc1C1=NC(C)(c2ccc(Cl)cc2)C(C)(c2ccc(Cl)cc2)N1C(=O)Cl, O=C1CCNCCN1. The product is CCOc1cc(C(C)(C)C)ncc1C1=NC(C)(c2ccc(Cl)cc2)C(C)(c2ccc(Cl)cc2)N1C(=O)N1CCNC(=O)CC1. As a reaction SMILES: [C:1]([CH3:2])([CH3:3])([CH3:4])[c:5]1[cH:6][c:7]([O:35][CH2:36][CH3:37])[c:8]([C:11]2=[N:15][C:14]([CH3:16])([c:17]3[cH:18][cH:19][c:20]([Cl:23])[cH:21][cH:22]3)[C:13]([CH3:24])([c:25]3[cH:26][cH:27][c:28]([Cl:31])[cH:29][cH:30]3)[N:12]2[C:32](=[O:33])[Cl:34])[cH:9][n:10]1.[NH:38]1[CH2:39][CH2:40][NH:41][C:42](=[O:45])[CH2:43][CH2:44]1>>[C:1]([CH3:2])([CH3:3])([CH3:4])[c:5]1[cH:6][c:7]([O:35][CH2:36][CH3:37])[c:8]([C:11]2=[N:15][C:14]([CH3:16])([c:17]3[cH:18][cH:19][c:20]([Cl:23])[cH:21][cH:22]3)[C:13]([CH3:24])([c:25]3[cH:26][cH:27][c:28]([Cl:31])[cH:29][cH:30]3)[N:12]2[C:32](=[O:33])[N:38]2[CH2:39][CH2:40][NH:41][C:42](=[O:45])[CH2:43][CH2:44]2)[cH:9][n:10]1. Starting materials: C1(CCCC1)C1=CC=C(C=C1)C(C)=O (4′-cyclopentylacetophenone), II (I2), Cl (HCl), C(C)OC(CBr)=O (ethylbromoacetate). The reagents and catalysts are [Zn] (Zn). Run in C1=CC=CC=C1 (benzene). The product is OC(CC(=O)OCC)(C)C1=CC=C(C=C1)C1CCCC1 (ethyl 3-hydroxy-3-(4′-cyclopentylphenyl)-butanoate). Yield: 88.1%. As a reaction SMILES: [CH:1]1([C:6]2[CH:11]=[CH:10][C:9]([C:12](=[O:14])[CH3:13])=[CH:8][CH:7]=2)[CH2:5][CH2:4][CH2:3][CH2:2]1.II.[CH2:17]([O:19][C:20](=[O:23])[CH2:21]Br)[CH3:18].Cl>C1C=CC=CC=1.[Zn]>[OH:14][C:12]([C:9]1[CH:8]=[CH:7][C:6]([CH:1]2[CH2:5][CH2:4][CH2:3][CH2:2]2)=[CH:11][CH:10]=1)([CH3:13])[CH2:21][C:20]([O:19][CH2:17][CH3:18])=[O:23]. Procedure details: To a refluxing mixture of 4′-cyclopentylacetophenone (17 g), I2 (5 mg) and Zn dust (12 g) in benzene (150 ml) was added ethylbromoacetate (11 ml) dropwise over 30 minutes. The mixture was refluxed for next 45 min and then cooled to room temperature. It was acidified with 10% aqueous HCl solution (150 ml) and organic layer was separated out. The organic layer was washed with water, dried (Na2SO4) and concentrated. The crude product was purified by column chromatography on silica gel to furnish 22... Starting materials: ClC1=C(C=CC=C1)S(=O)(=O)Cl (2-chlorobenzensulfonyl chloride), CNC (dimethylamine). Run in O1CCCC1 (tetrahydrofuran), hexanes. The product is ClC1=C(C=CC=C1)S(=O)(=O)N(C)C (2-chloro-N,N-dimethylbenzenesulfonamide). Reaction SMILES: [Cl:1][C:2]1[CH:7]=[CH:6][CH:5]=[CH:4][C:3]=1[S:8](Cl)(=[O:10])=[O:9].[CH3:12][NH:13][CH3:14]>O1CCCC1>[Cl:1][C:2]1[CH:7]=[CH:6][CH:5]=[CH:4][C:3]=1[S:8]([N:13]([CH3:14])[CH3:12])(=[O:10])=[O:9]. Procedure: A stirred solution of 63.3 g of 2-chlorobenzensulfonyl chloride in 500 mL of tetrahydrofuran was cooled to 0°-5° C. and treated with 46 mL of dimethylamine, added dropwise at a rate that maintained the temperature below 10° C. The resulting mixture was allowed to warm gradually to room temperature. The precipitate was removed by filtration, and was washed well with tetrahydrofuran. The combined filtrates were evaporated in vacuo and the resulting oil was dissolved in 400 mL of methylene chloride... Starting materials: CCCCCC(C)(C)NC(=O)CNCc1ccccc1, CC(=O)O. Product: CCCCCC(C)(C)NC(=O)CN. Reaction SMILES: [CH2:1]([c:2]1[cH:3][cH:4][cH:5][cH:6][cH:7]1)[NH:8][CH2:9][C:10](=[O:11])[NH:12][C:13]([CH2:14][CH2:15][CH2:16][CH2:17][CH3:18])([CH3:19])[CH3:20].[CH3:21][C:22](=[O:23])[OH:24]>>[NH2:8][CH2:9][C:10](=[O:11])[NH:12][C:13]([CH2:14][CH2:15][CH2:16][CH2:17][CH3:18])([CH3:19])[CH3:20]. Starting materials: BrC=1C=CC2=C(C=C(O2)C(=O)O)C1 (5-Bromo-benzofuran-2-carboxylic acid), C(=O)(N1C=NC=C1)N1C=NC=C1 (carbonyldiimidazole), CN1CCNCC1 (methyl-piperazine). Solvent: C1CCOC1 (THF). Run at time 18 hour. The product is BrC=1C=CC2=C(C=C(O2)C(=O)N2CCN(CC2)C)C1 ((5-Bromo-benzofuran-2-yl)-(4-methyl-piperazin-1-yl)-methanone). The yield is 53.3%. As a reaction SMILES: [Br:1][C:2]1[CH:3]=[CH:4][C:5]2[O:9][C:8]([C:10]([OH:12])=O)=[CH:7][C:6]=2[CH:13]=1.C(N1C=CN=C1)(N1C=CN=C1)=O.[CH3:26][N:27]1[CH2:32][CH2:31][NH:30][CH2:29][CH2:28]1>C1COCC1>[Br:1][C:2]1[CH:3]=[CH:4][C:5]2[O:9][C:8]([C:10]([N:30]3[CH2:31][CH2:32][N:27]([CH3:26])[CH2:28][CH2:29]3)=[O:12])=[CH:7][C:6]=2[CH:13]=1. Procedure details: 5-Bromo-benzofuran-2-carboxylic acid (0.346 g) in THF (7 mL) was treated with carbonyldiimidazole (0.214 g) and stirred at ambient temperature for 2 h whereupon methyl-piperazine (0.129 g) was added. The mixture was stirred at ambient temperature for 18 h and then concentrated under reduced pressure. The residue was dissolved in dichloromethane and washed with saturated sodium bicarbonate solution, whereupon the organic portion was separated out, dried over sodium sulfate and filtered. The solve... RXN SMILES: [C:1]1([NH:7]O)[CH:6]=[CH:5][CH:4]=[CH:3][CH:2]=1.[NH2:9][C:10]1[CH:15]=[CH:14][CH:13]=[CH:12][CH:11]=1.Cl>>[CH:4]1[CH:5]=[CH:6][C:1]([NH:7][C:13]2[CH:14]=[CH:15][C:10]([NH2:9])=[CH:11][CH:12]=2)=[CH:2][CH:3]=1. Procedure: It is disclosed that phenylhydroxylamine and aniline in the presence of concentrated HCl, HZSM-5, HY zeolites, Nafion, filtrol (acid clay), NaHSO4/SiO4, or montmorillonite yield p-aminodiphenylamine. In each case, the predominant isomer of aminodiphenylamine was the para isomer. Yields the product C1=CC=C(C=C1)NC2=CC=C(C=C2)N (p-aminodiphenylamine). The reactants are Nafion, C1(=CC=CC=C1)NO (phenylhydroxylamine), HY, montmorillonite, NC1=CC=CC=C1 (aniline), Cl (HCl), NaHSO4 SiO4. Reactants: CCc1cc2c(=O)n(-c3ccc(Cl)cc3C(=O)OC)c(=O)n(Cc3ccc(-c4ccccc4-c4noc(=O)[nH]4)cc3)c2s1, [Na+], C1CCOC1, [OH-]. Product: CCc1cc2c(=O)n(-c3ccc(Cl)cc3C(=O)O)c(=O)n(Cc3ccc(-c4ccccc4-c4noc(=O)[nH]4)cc3)c2s1. RXN SMILES: [Cl:1][c:2]1[cH:3][cH:4][c:5](-[n:12]2[c:13](=[O:43])[n:14]([CH2:24][c:25]3[cH:26][cH:27][c:28](-[c:31]4[c:32](-[c:37]5[n:38][o:39][c:40](=[O:42])[nH:41]5)[cH:33][cH:34][cH:35][cH:36]4)[cH:29][cH:30]3)[c:15]3[c:16]([c:17]2=[O:18])[cH:19][c:20]([CH2:22][CH3:23])[s:21]3)[c:6]([C:7](=[O:8])[O:9][CH3:10])[cH:11]1.[Na+:45].[O:46]1[CH2:47][CH2:48][CH2:49][CH2:50]1.[OH-:44]>>[Cl:1][c:2]1[cH:3][cH:4][c:5](-[n:12]2[c:13](=[O:43])[n:14]([CH2:24][c:25]3[cH:26][cH:27][c:28](-[c:31]4[c:32](-[c:37]5[n:38][o:39][c:40](=[O:42])[nH:41]5)[cH:33][cH:34][cH:35][cH:36]4)[cH:29][cH:30]3)[c:15]3[c:16]([c:17]2=[O:18])[cH:19][c:20]([CH2:22][CH3:23])[s:21]3)[c:6]([C:7](=[O:8])[OH:9])[cH:11]1.